Dataset: the Open Reaction Database (ORD), a public repository of structured organic reaction records. Task: describe an organic reaction: reactants, conditions, products, and yield Reactants: O=C([O-])[O-], C#CCN, CCN(CC)CCC(=O)c1ccc(F)cc1, CS(C)=O, [F-], [K+], [K+], [K+], O. The product is C#CCNc1ccc(C(=O)CCN(CC)CC)cc1. Reaction SMILES: [C:21](=[O:22])([O-:23])[O-:24].[CH2:17]([C:18]#[CH:19])[NH2:20].[CH2:1]([CH3:2])[N:3]([CH2:4][CH2:5][C:6](=[O:7])[c:8]1[cH:9][cH:10][c:11]([F:14])[cH:12][cH:13]1)[CH2:15][CH3:16].[CH3:29][S:30]([CH3:31])=[O:32].[F-:27].[K+:25].[K+:26].[K+:28].[OH2:33]>>[CH2:1]([CH3:2])[N:3]([CH2:4][CH2:5][C:6](=[O:7])[c:8]1[cH:9][cH:10][c:11]([NH:20][CH2:17][C:18]#[CH:19])[cH:12][cH:13]1)[CH2:15][CH3:16].